Dataset: the Open Reaction Database (ORD), a public repository of structured organic reaction records. Task: describe an organic reaction: reactants, conditions, products, and yield Reactants: C(C1=CC=CC=C1)N1CC=2N=CN=C(C2CC1)Cl (7-benzyl-4-chloro-5,6,7,8-tetrahydropyrido[3,4-d]pyrimidine), C(CCC)[Sn](C1=NC=CC=C1)(CCCC)CCCC (2-(tributylstannyl)pyridine), O1C(=CC=C1)P(C=1OC=CC1)C=1OC=CC1 (tri-2-furylphosphine). Reagents/catalysts: C(C)(=O)[O-].[Pd+2].C(C)(=O)[O-] (palladium (II) acetate). Solvent: O1CCOCC1 (1,4-dioxane), O (water), C(C)(=O)OCC (ethyl acetate). The product is C(C1=CC=CC=C1)N1CC=2N=CN=C(C2CC1)C1=NC=CC=C1 (7-benzyl-4-(pyridin-2-yl)-5,6,7,8-tetrahydropyrido[3,4-d]pyrimidine). Isolated yield 38.9%. Reaction SMILES: [CH2:1]([N:8]1[CH2:17][CH2:16][C:15]2[C:14](Cl)=[N:13][CH:12]=[N:11][C:10]=2[CH2:9]1)[C:2]1[CH:7]=[CH:6][CH:5]=[CH:4][CH:3]=1.C([Sn](CCCC)(CCCC)[C:24]1[CH:29]=[CH:28][CH:27]=[CH:26][N:25]=1)CCC.O1C=CC=C1P(C1OC=CC=1)C1OC=CC=1>O1CCOCC1.O.C(OCC)(=O)C.C([O-])(=O)C.[Pd+2].C([O-])(=O)C>[CH2:1]([N:8]1[CH2:17][CH2:16][C:15]2[C:14]([C:24]3[CH:29]=[CH:28][CH:27]=[CH:26][N:25]=3)=[N:13][CH:12]=[N:11][C:10]=2[CH2:9]1)[C:2]1[CH:7]=[CH:6][CH:5]=[CH:4][CH:3]=1 |f:6.7.8|. Reported procedure: Part C: To a solution of 7-benzyl-4-chloro-5,6,7,8-tetrahydropyrido[3,4-d]pyrimidine (4.75 g, 18.3 mmol) in 1,4-dioxane (80 mL) at 25° C. was added sequentially 2-(tributylstannyl)pyridine (98%, 5.95 mL, 18.3 mmol), tri-2-furylphosphine (0.85 g, 3.66 mmol), and palladium (II) acetate (0.205 g, 0.914 mmol). The resulting mixture was heated slowly to reflux over ˜0.25 h and then was stirred at reflux for 5.0 h. After cooling to room temperature the mixture was diluted with water and ethyl acetate,...